The task is: describe an organic reaction: reactants, conditions, products, and yield. This data is from the Open Reaction Database (ORD), a public repository of structured organic reaction records. Reactants: C(=O)C=1C=NC=C(C#N)C1 (5-formyl-nicotinonitrile), C(CC#N)#N (malononitrile), OC1=C2C=CNC2=CC=C1 (4-hydroxyindole), N1CCCCC1 (piperidine). The solvent is C(C)O (ethanol). Reaction conditions: time 6 hour. The product is NC1=C(C(C=2C(O1)C1=CC=NC1=CC2)C=2C=NC=C(C2)C#N)C#N (2-Amino-3-cyano-4-(5-cyano-pyridin-3-yl)-4H-indolo[4,5-b]pyran). Yield: 797.9%. Reaction SMILES: [CH:1]([C:3]1[CH:4]=[N:5][CH:6]=[C:7]([CH:10]=1)[C:8]#[N:9])=O.[C:11](#[N:15])[CH2:12][C:13]#[N:14].[OH:16][C:17]1[CH:25]=[CH:24][CH:23]=[C:22]2[C:18]=1[CH:19]=[CH:20][NH:21]2.N1CCCCC1>C(O)C>[NH2:14][C:13]1[O:16][CH:17]2[C:18]3[C:22](=[CH:23][CH:24]=[C:25]2[CH:1]([C:3]2[CH:4]=[N:5][CH:6]=[C:7]([C:8]#[N:9])[CH:10]=2)[C:12]=1[C:11]#[N:15])[N:21]=[CH:20][CH:19]=3. Procedure details: To a clear solution of 5-formyl-nicotinonitrile (0.0063 g, 0.048 mmol), ethanol (0.24 mL) and malononitrile (0.0031 g, 0.0048 mmol) was added 4-hydroxyindole (0.0064 g, 0.048 mmol) and piperidine (2.4 μL, 0.024 mmol). The resultant dark green solution was stirred at room temperature for 6 h, concentrated to a gray solid and extracted with EtOAc (30 mL). The organic layer was washed with water (5 mL), dried over MgSO4, filtered through sintered glass and concentrated to yield 0.012 g (80%) of a g... Reactants: C1CCOC1, CCOC(C)=O, COC(=O)C(C)NC(=O)C1=C(O)c2cc(Cl)ccc2C(C)(C)C1=O, Cl, [Na+], [OH-], O. Yields the product CC(NC(=O)C1=C(O)c2cc(Cl)ccc2C(C)(C)C1=O)C(=O)O. Reaction SMILES: [CH2:29]1[O:30][CH2:31][CH2:32][CH2:33]1.[CH3:34][CH2:35][O:36][C:37]([CH3:38])=[O:39].[Cl:1][c:2]1[cH:3][c:4]2[c:9]([cH:10][cH:11]1)[C:8]([CH3:12])([CH3:13])[C:7](=[O:14])[C:6]([C:15](=[O:16])[NH:17][CH:18]([CH3:19])[C:20](=[O:21])[O:22][CH3:23])=[C:5]2[OH:24].[ClH:28].[Na+:26].[OH-:25].[OH2:27]>>[Cl:1][c:2]1[cH:3][c:4]2[c:9]([cH:10][cH:11]1)[C:8]([CH3:12])([CH3:13])[C:7](=[O:14])[C:6]([C:15](=[O:16])[NH:17][CH:18]([CH3:19])[C:20](=[O:21])[OH:22])=[C:5]2[OH:24]. Starting materials: CI (Methyl iodide), Cl.C(CCCCCCCCCC)C1NC2=CC=C(C=C2C1)C(=O)O ((RS)-2-(n-undecyl)indoline-5-carboxylic acid hydrochloride), [OH-].[Na+] (sodium hydroxide), CI (methyl iodide). The solvent is O (water), C(C)(=O)O (acetic acid), C(C)O (ethanol), O (water). The product is CN1C(CC2=CC(=CC=C12)C(=O)O)CCCCCCCCCCC ((RS)-1-methyl-2-(n-undecyl)indoline-5-carboxylic acid). As a reaction SMILES: Cl.[CH2:2]([CH:13]1[CH2:21][C:20]2[C:15](=[CH:16][CH:17]=[C:18]([C:22]([OH:24])=[O:23])[CH:19]=2)[NH:14]1)[CH2:3][CH2:4][CH2:5][CH2:6][CH2:7][CH2:8][CH2:9][CH2:10][CH2:11][CH3:12].[OH-].[Na+].[CH3:27]I>C(O)(=O)C.O.C(O)C>[CH3:27][N:14]1[C:15]2[C:20](=[CH:19][C:18]([C:22]([OH:24])=[O:23])=[CH:17][CH:16]=2)[CH2:21][CH:13]1[CH2:2][CH2:3][CH2:4][CH2:5][CH2:6][CH2:7][CH2:8][CH2:9][CH2:10][CH2:11][CH3:12] |f:0.1,2.3|. Procedure: A mixture of (RS)-2-(n-undecyl)indoline-5-carboxylic acid hydrochloride (6.8 g), sodium hydroxide (6.8 g), water (25 ml), ethanol (75 ml) and methyl iodide (10 ml) was heated under reflux for 1 hour. Methyl iodide (5 ml) was added and the mixture was heated for 30 minutes, then poured into water and acidified with acetic acid. The product was collected and recrystallised from methanol to give (RS)-1-methyl-2-(n-undecyl)indoline-5-carboxylic acid (3.0 g), in the form of white needles, m.p. 102°-1... The reactants are C(=O)([O-])[O-].[Na+].[Na+] (Na2CO3), Cl.ClC1=C(C2=C(CCNCC2)C=C1)CSC=1NC=CN1 (7-chloro-6-(1H-imidazol-2-ylthiomethyl)-2,3,4,5-tetrahydro-1H-benzo[d]azepine hydrochloride), C(Cl)Cl (DCM). Run in O (water), O (water), C(C)O (ethanol). Product: ClC1=C(C2=C(CCNCC2)C=C1)CSC=1NC=CN1 (7-chloro-6-(1H-imidazol-2-ylthiomethyl)-2,3,4,5-tetrahydro-1H-benzo[d]azepine). RXN SMILES: Cl.[Cl:2][C:3]1[CH:13]=[CH:12][C:6]2[CH2:7][CH2:8][NH:9][CH2:10][CH2:11][C:5]=2[C:4]=1[CH2:14][S:15][C:16]1[NH:17][CH:18]=[CH:19][N:20]=1.C([O-])([O-])=O.[Na+].[Na+].C(Cl)Cl>O.C(O)C>[Cl:2][C:3]1[CH:13]=[CH:12][C:6]2[CH2:7][CH2:8][NH:9][CH2:10][CH2:11][C:5]=2[C:4]=1[CH2:14][S:15][C:16]1[NH:20][CH:19]=[CH:18][N:17]=1 |f:0.1,2.3.4|. Reported procedure: Dissolve 7-chloro-6-(1H-imidazol-2-ylthiomethyl)-2,3,4,5-tetrahydro-1H-benzo[d]azepine hydrochloride (9.85 g, 29.85 mmol) in water (60 mL) and absolute ethanol (40 mL) in a flask. Add a solution of Na2CO3 (15.8 g, 149 mmol) in water (100 mL) followed by DCM (125 mL) to the flask. Stir the mixture vigorously, then separate layers. Extract the aqueous layer twice with a solution of DCM (100 mL) and ethanol (10 mL). Dry the combined organic extracts over Na2SO4. Filter and concentrate in vacuo to o... Reactants: O=C([O-])[O-], CCC(C)(C)O, CCSC1CCS(=O)(=O)c2ccc(C(=O)O)c(C)c21, CCn1nccc1O, C(=NC1CCCCC1)=NC1CCCCC1, [K+], [K+]. Product: CCSC1CCS(=O)(=O)c2ccc(C(=O)c3cnn(CC)c3O)c(C)c21. RXN SMILES: [C:43](=[O:44])([O-:45])[O-:46].[C:49]([OH:50])([CH2:51][CH3:52])([CH3:53])[CH3:54].[CH2:1]([CH3:2])[S:3][CH:4]1[CH2:5][CH2:6][S:7](=[O:18])(=[O:19])[c:8]2[cH:9][cH:10][c:11]([C:15](=[O:16])[OH:17])[c:12]([CH3:14])[c:13]21.[CH2:20]([CH3:21])[n:22]1[n:23][cH:24][cH:25][c:26]1[OH:27].[CH:28]1([N:29]=[C:30]=[N:31][CH:32]2[CH2:33][CH2:34][CH2:35][CH2:36][CH2:37]2)[CH2:38][CH2:39][CH2:40][CH2:41][CH2:42]1.[K+:47].[K+:48]>>[CH2:1]([CH3:2])[S:3][CH:4]1[CH2:5][CH2:6][S:7](=[O:18])(=[O:19])[c:8]2[cH:9][cH:10][c:11]([C:15](=[O:17])[c:25]3[cH:24][n:23][n:22]([CH2:20][CH3:21])[c:26]3[OH:27])[c:12]([CH3:14])[c:13]21. The reactants are [H][H] (hydrogen), FC1=C(C(=O)O)C(=C(C(=C1F)F)F)C (2,3,4,5-tetrafluoro-6-methylbenzoic acid), [OH-].[K+] (potassium hydroxide), NCCNCCNCCNCCNCCN (pentaethylene hexamine). The reagents and catalysts are [OH-].[Pd+2].[OH-] (palladium hydroxide). Solvent: C(C)O (ethanol), O (water). The product is FC=1C(=C(C(=O)O)C(=CC1F)F)C (3,4,6-trifluoro-2-methylbenzoic acid). The yield is 80.1%. RXN SMILES: [F:1][C:2]1[C:10](F)=[C:9]([F:12])[C:8]([F:13])=[C:7]([CH3:14])[C:3]=1[C:4]([OH:6])=[O:5].[OH-].[K+].NCCNCCNCCNCCNCCN.[H][H]>C(O)C.[OH-].[Pd+2].[OH-].O>[F:13][C:8]1[C:7]([CH3:14])=[C:3]([C:2]([F:1])=[CH:10][C:9]=1[F:12])[C:4]([OH:6])=[O:5] |f:1.2,6.7.8|. Procedure details: To a solution of 1.04 g of 2,3,4,5-tetrafluoro-6-methylbenzoic acid in 15 ml of ethanol were added 840 mg of potassium hydroxide, 232 mg of pentaethylene hexamine and 200 mg of 20% palladium hydroxide. The mixture was stirred in a hydrogen atmosphere at room temperature for 3 hours. After addition of water, the reaction mixture was filtrated through celite and the filtrate was washed with diethyl ether. The aqueous layer was adjusted to pH 1 with concentrated hydrochloric acid and extracted with...